From a dataset of the Open Reaction Database (ORD), a public repository of structured organic reaction records. describe an organic reaction: reactants, conditions, products, and yield Starting materials: C(C)OC(C(C(C(F)(F)F)C(F)(F)F)NS(=O)(=O)C1=CC(=C(C=C1)F)C)=O (4,4,4-trifluoro-2-(4-fluoro-3-methyl-benzenesulfonylamino)-3-trifluoromethyl-butyric acid ethyl ester), [Li+].[BH4-] (LiBH4). The solvent is C1CCOC1 (THF). Run at temperature 25 celsius, time 18 hour. Yields the product FC1=C(C=C(C=C1)S(=O)(=O)NC(C(C(F)(F)F)C(F)(F)F)CO)C (4-Fluoro-3-methyl-N-(3,3,3-trifluoro-1-hydroxymethyl-2-trifluoromethyl-propyl)-benzenesulfonamide). Isolated yield 80.6%. RXN SMILES: C([O:3][C:4](=O)[CH:5]([NH:15][S:16]([C:19]1[CH:24]=[CH:23][C:22]([F:25])=[C:21]([CH3:26])[CH:20]=1)(=[O:18])=[O:17])[CH:6]([C:11]([F:14])([F:13])[F:12])[C:7]([F:10])([F:9])[F:8])C.[Li+].[BH4-]>C1COCC1>[F:25][C:22]1[CH:23]=[CH:24][C:19]([S:16]([NH:15][CH:5]([CH2:4][OH:3])[CH:6]([C:7]([F:8])([F:9])[F:10])[C:11]([F:13])([F:12])[F:14])(=[O:17])=[O:18])=[CH:20][C:21]=1[CH3:26] |f:1.2|. Reported procedure: To a solution of 4,4,4-trifluoro-2-(4-fluoro-3-methyl-benzenesulfonylamino)-3-trifluoromethyl-butyric acid ethyl ester (29 mg, 0.068 mmol) in anhydrous THF (3 mL) at 0° C. was added 2M LiBH4 (50 μL). The solution was allowed to warm to 25° C. After 18 h, the solution was quenched with 1N HCl and the solvent removed in vacuo. The remaining aqueous phase was transferred to a separatory funnel with distilled water (100 mL) and extracted with EtOAc (100 mL). The organic layer was removed and the aqu... Reactants: C1COCCN1, C=O, CNC(=S)C(c1ccccn1)N(C)C, CO. Yields the product CNC(=S)C(CN1CCOCC1)(c1ccccn1)N(C)C. As a reaction SMILES: [CH2:15]1[CH2:16][O:17][CH2:18][CH2:19][NH:20]1.[CH2:21]=[O:22].[CH3:1][N:2]([CH:3]([C:4](=[S:5])[NH:6][CH3:7])[c:8]1[n:9][cH:10][cH:11][cH:12][cH:13]1)[CH3:14].[CH3:23][OH:24]>>[CH3:1][N:2]([C:3]([C:4](=[S:5])[NH:6][CH3:7])([c:8]1[n:9][cH:10][cH:11][cH:12][cH:13]1)[CH2:21][N:20]1[CH2:15][CH2:16][O:17][CH2:18][CH2:19]1)[CH3:14]. Reactants: Cl (hydrochloric acid), CC1=CC=C2C(=C(NC2=C1)C1=CC=CC=C1)CC1=CC=CC(=N1)C(=O)O (6-(6-methyl-2-phenyl-1H-indol-3-ylmethyl)pyridine-2-carboxylic acid), CS(=O)(=O)N (methane sulfonamide), Cl.C(C)N=C=NCCCN(C)C (1-ethyl-3-(3-dimethylaminopropyl)carbodiimide hydrochloride). The reagents and catalysts are CN(C1=CC=NC=C1)C (4-dimethylaminopyridine). Solvent: ClCCl (dichloromethane). Run at time 24 hour. Yields the product CS(=O)(=O)NC(=O)C1=NC(=CC=C1)CC1=C(NC2=CC(=CC=C12)C)C1=CC=CC=C1 (N-Methanesulfonyl-6-(6-methyl-2-phenyl-1H-indol-3-ylmethyl)pyridine-2-carboxamide). Isolated yield 72.1%. RXN SMILES: [CH3:1][C:2]1[CH:10]=[C:9]2[C:5]([C:6]([CH2:17][C:18]3[N:23]=[C:22]([C:24]([OH:26])=O)[CH:21]=[CH:20][CH:19]=3)=[C:7]([C:11]3[CH:16]=[CH:15][CH:14]=[CH:13][CH:12]=3)[NH:8]2)=[CH:4][CH:3]=1.[CH3:27][S:28]([NH2:31])(=[O:30])=[O:29].Cl.C(N=C=NCCCN(C)C)C.Cl>ClCCl.CN(C)C1C=CN=CC=1>[CH3:27][S:28]([NH:31][C:24]([C:22]1[CH:21]=[CH:20][CH:19]=[C:18]([CH2:17][C:6]2[C:5]3[C:9](=[CH:10][C:2]([CH3:1])=[CH:3][CH:4]=3)[NH:8][C:7]=2[C:11]2[CH:12]=[CH:13][CH:14]=[CH:15][CH:16]=2)[N:23]=1)=[O:26])(=[O:30])=[O:29] |f:2.3|. Reported procedure: Under an argon atmosphere, to a solution of 6-(6-methyl-2-phenyl-1H-indol-3-ylmethyl)pyridine-2-carboxylic acid (838 mg) in dichloromethane (17.4 mL) were added methane sulfonamide (279 mg), 4-dimethylaminopyridine (718 mg), and 1-ethyl-3-(3-dimethylaminopropyl)carbodiimide hydrochloride (1.13 g) successively, and this mixture was stirred at room temperature for 24 hours. To the reaction mixture was added 1 mol/L hydrochloric acid, followed by extraction with dichloromethane. The organic layer w... The reactants are COC(=O)C1(NC(C=2NC3=CC=C(C=C3C2C1)OC(F)F)C1=CC(=CC=C1)O)C ((1RS,3SR)-6-(1,1-difluoro-methoxy)-1-(3-hydroxy-phenyl)-3-methyl-2,3,4,9-tetrahydro-1H-beta-carboline-3-carboxylic acid methyl ester), BrCCN=C=O (bromoethyl isocyanate), CC(CC)=O (2-butanon), C([O-])(O)=O.[Na+] (sodium bicarbonate). The product is C(C)(C)OC(C)C (diisopropylether), BrCCN1C(C2(N(C(C=3NC4=CC=C(C=C4C3C2)OC(F)F)C2=CC(=CC=C2)O)C1=O)C)=O ((3aSR,10RS)-2-(2-Bromo-ethyl)-6-(1,1-difluoro-methoxy)-10-(3-hydroxy-phenyl)-3a-methyl-3a,4,9,10-tetrahydro-2,9,10a-triaza-cyclopenta[b]fluorene-1,3-dione). Yield: 61.0%. Reaction SMILES: CO[C:3]([C:5]1([CH3:29])[CH2:17][C:16]2[C:15]3[C:10](=[CH:11][CH:12]=[C:13]([O:18][CH:19]([F:21])[F:20])[CH:14]=3)[NH:9][C:8]=2[CH:7]([C:22]2[CH:27]=[CH:26][CH:25]=[C:24]([OH:28])[CH:23]=2)[NH:6]1)=[O:4].[Br:30][CH2:31][CH2:32][N:33]=[C:34]=[O:35].C(=O)(O)[O-].[Na+].[CH3:41][C:42](=[O:45])[CH2:43]C>>[CH:5]([O:45][CH:42]([CH3:43])[CH3:41])([CH3:17])[CH3:3].[Br:30][CH2:31][CH2:32][N:33]1[C:34](=[O:35])[N:6]2[CH:7]([C:22]3[CH:27]=[CH:26][CH:25]=[C:24]([OH:28])[CH:23]=3)[C:8]3[NH:9][C:10]4[C:15]([C:16]=3[CH2:17][C:5]2([CH3:29])[C:3]1=[O:4])=[CH:14][C:13]([O:18][CH:19]([F:21])[F:20])=[CH:12][CH:11]=4 |f:2.3|. Reported procedure: To a solution of 5.5 mg (1RS,3SR)-6-(1,1-difluoro-methoxy)-1-(3-hydroxy-phenyl)-3-methyl-2,3,4,9-tetrahydro-1H-beta-carboline-3-carboxylic acid methyl ester in 10 ml 2-butanon are added 132 μl bromoethyl isocyanate. The mixture is heated to reflux for 30 h. An aqueous solution of sodium bicarbonate is added and the mixture is extracted with ethyl acetate. The organic layer is washed with brine and dried with magnesium sulfate. The solvent is removed at reduced pressure. After column chromatograp... Starting materials: FC(C=1C=C(C=CC1)N1CCNCC1)(F)F (1-(3-trifluoromethylphenyl)piperazine), CN(C)C(=[N+](C)C)ON1C2=C(C=CC=C2)N=N1.[B-](F)(F)(F)F (TBTU), CN1CCOCC1 (N-methylmorpholine), Cl.COC1=C(C=C(C=C1C)C1CCC=2N(C1)C=C(N2)C(=O)O)C (6-(4-methoxy-3,5-dimethylphenyl)-5,6,7,8-tetrahydroimidazo[1,2-a]pyridine-2-carboxylic acid hydrochloride). Run in CN(C)C=O (DMF). Reaction conditions: time 30 minute. Yields the product COC1=C(C=C(C=C1C)C1CCC=2N(C1)C=C(N2)C(=O)N2CCN(CC2)C2=CC(=CC=C2)C(F)(F)F)C ((6-(4-Methoxy-3,5-dimethylphenyl)-5,6,7,8-tetrahydroimidazo[1,2-a]pyridin-2-yl)(4-(3-(trifluoromethyl)phenyl)piperazin-1-yl)methanone). RXN SMILES: CN(C(ON1N=NC2C=CC=CC1=2)=[N+](C)C)C.[B-](F)(F)(F)F.CN1CCOCC1.Cl.[CH3:31][O:32][C:33]1[C:38]([CH3:39])=[CH:37][C:36]([CH:40]2[CH2:45][N:44]3[CH:46]=[C:47]([C:49](O)=[O:50])[N:48]=[C:43]3[CH2:42][CH2:41]2)=[CH:35][C:34]=1[CH3:52].[F:53][C:54]([F:68])([F:67])[C:55]1[CH:56]=[C:57]([N:61]2[CH2:66][CH2:65][NH:64][CH2:63][CH2:62]2)[CH:58]=[CH:59][CH:60]=1>CN(C=O)C>[CH3:31][O:32][C:33]1[C:38]([CH3:39])=[CH:37][C:36]([CH:40]2[CH2:45][N:44]3[CH:46]=[C:47]([C:49]([N:64]4[CH2:63][CH2:62][N:61]([C:57]5[CH:58]=[CH:59][CH:60]=[C:55]([C:54]([F:67])([F:68])[F:53])[CH:56]=5)[CH2:66][CH2:65]4)=[O:50])[N:48]=[C:43]3[CH2:42][CH2:41]2)=[CH:35][C:34]=1[CH3:52] |f:0.1,3.4|. Procedure: TBTU (240 mg; 0.75 mmol) and N-methylmorpholine (206 μl; 189 mg; 1.87 mmol) were added to a solution of 6-(4-methoxy-3,5-dimethylphenyl)-5,6,7,8-tetrahydroimidazo[1,2-a]pyridine-2-carboxylic acid hydrochloride (210 mg; 0.63 mmol) in DMF (1 ml). The reaction mixture was stirred vigorously for 30 min at room temperature and then 1-(3-trifluoromethylphenyl)piperazine (140 μl; 172 mg; 0.75 mmol) was added. The reaction mixture was stirred for 4 h at room temperature, then poured onto water and extra...